describe an organic reaction: reactants, conditions, products, and yield From a dataset of the Open Reaction Database (ORD), a public repository of structured organic reaction records. Starting materials: [I-].[Na+] (sodium iodide), [I-].[Na+] (sodium iodide), ClCCCOC1=C(C=C2C(=CN(C2=C1)C)C1=CC=2C(=NC=CC2)N1S(=O)(=O)C1=CC=C(C=C1)C)OC (2-[6-(3-chloropropoxy)-5-methoxy-1-methyl-1H-indol-3-yl]-1-(toluene-4-sulfonyl)-1H-pyrrolo[2,3-b]pyridine), C1CCCCC1.C(C)(=O)OCC (cyclohexane ethyl acetate). The solvent is C(C)C(=O)C (methyl ethyl ketone), ClCCl (dichloromethane). Yields the product ICCCOC1=C(C=C2C(=CN(C2=C1)C)C1=CC=2C(=NC=CC2)N1S(=O)(=O)C1=CC=C(C=C1)C)OC (2-[6-(3-Iodopropoxy)-5-methoxy-1-methyl-1H-indol-3-yl]-1-(toluene-4-sulfonyl)-1H-pyrrolo[2,3-b]pyridine). The yield is 75.3%. As a reaction SMILES: Cl[CH2:2][CH2:3][CH2:4][O:5][C:6]1[CH:14]=[C:13]2[C:9]([C:10]([C:16]3[N:24]([S:25]([C:28]4[CH:33]=[CH:32][C:31]([CH3:34])=[CH:30][CH:29]=4)(=[O:27])=[O:26])[C:19]4=[N:20][CH:21]=[CH:22][CH:23]=[C:18]4[CH:17]=3)=[CH:11][N:12]2[CH3:15])=[CH:8][C:7]=1[O:35][CH3:36].[I-:37].[Na+].C1CCCCC1.C(OCC)(=O)C>C(C(C)=O)C.ClCCl>[I:37][CH2:2][CH2:3][CH2:4][O:5][C:6]1[CH:14]=[C:13]2[C:9]([C:10]([C:16]3[N:24]([S:25]([C:28]4[CH:33]=[CH:32][C:31]([CH3:34])=[CH:30][CH:29]=4)(=[O:27])=[O:26])[C:19]4=[N:20][CH:21]=[CH:22][CH:23]=[C:18]4[CH:17]=3)=[CH:11][N:12]2[CH3:15])=[CH:8][C:7]=1[O:35][CH3:36] |f:1.2,3.4|. Reported procedure: A solution of 2-[6-(3-chloropropoxy)-5-methoxy-1-methyl-1H-indol-3-yl]-1-(toluene-4-sulfonyl)-1H-pyrrolo[2,3-b]pyridine (0.415 g; 792 μmol) in methyl ethyl ketone (10 ml) is placed in a 50 ml single-necked flask and sodium iodide (0.178 g; 1.18 mmol) is then added. The reaction mixture is refluxed for 16 hours. Analysis by thin layer chromatography (50/50 cyclohexane/ethyl acetate) shows that the starting compound is still present. Additional sodium iodide (0.178 g; 1.18 mmol) is introduced and ... Starting materials: ClCC(=O)C1=CC=CC=C1 (2-Chloroacetophenone), B([C@H]1C[C@@H]2C[C@H]([C@@H]1C)C2(C)C)([C@H]3C[C@@H]4C[C@H]([C@@H]3C)C4(C)C)Cl ((+) DIP-chloride), N(CCO)CCO (diethanolamine). Run in C1CCOC1 (THF). Run at time 8 hour. Product: ClCC(O)C1=CC=CC=C1 (2-chloro-1-phenylethanol). As a reaction SMILES: [Cl:1][CH2:2][C:3]([C:5]1[CH:10]=[CH:9][CH:8]=[CH:7][CH:6]=1)=[O:4].B(Cl)([C@@H]1[C@@H](C)[C@@H]2C(C)(C)[C@@H](C2)C1)[C@@H]1[C@@H](C)[C@@H]2C(C)(C)[C@@H](C2)C1.N(CCO)CCO>C1COCC1>[Cl:1][CH2:2][CH:3]([C:5]1[CH:10]=[CH:9][CH:8]=[CH:7][CH:6]=1)[OH:4]. Reported procedure: 2-Chloroacetophenone (6.25 g., 40.4 mmol) was treated with (+) DIP-chloride (18 g., 56.1 mmol) in anhydrous THF (40 mL) at dry-ice bath temperature and left overnight. The temperature was raised to room temperature and THF was removed in vacuo. The residue was dissolved in ether (210 mL). The diethanolamine (9 g., 8 5.6 mmol) was added and the mixture stirred at room temperature for 5 hrs. The separated solid was filtered and the filtered cake was washed with ether (150 mL). The combined filtrat...